From a dataset of the Open Reaction Database (ORD), a public repository of structured organic reaction records. describe an organic reaction: reactants, conditions, products, and yield Reactants: BrCCC=C (4-bromo-1-butene), BrC1=CC=C(CBr)C=C1 (4-bromobenzyl bromide), Cl (hydrochloric acid), [Mg] (magnesium). Run in O1CCCC1 (tetrahydrofuran), O1CCCC1 (tetrahydrofuran), O1CCCC1 (tetrahydrofuran). Product: C(CCC=C)C1=CC=C(C=C1)Br (4-(4-pentenyl)bromobenzene). Yield: 12.7%. RXN SMILES: [Mg].Br[CH2:3][CH2:4][CH:5]=[CH2:6].[Br:7][C:8]1[CH:15]=[CH:14][C:11]([CH2:12]Br)=[CH:10][CH:9]=1.Cl>O1CCCC1>[CH2:12]([C:11]1[CH:14]=[CH:15][C:8]([Br:7])=[CH:9][CH:10]=1)[CH2:6][CH2:5][CH:4]=[CH2:3]. Procedure: To a suspension of 970 mg of magnesium in 20 ml of tetrahydrofuran was added dropwise a solution of 5.4 g of 4-bromo-1-butene in 20 ml of tetrahydrofuran while keeping at 50° C. Then, a solution of 10.0 g of 4-bromobenzyl bromide in 20 ml of tetrahydrofuran was added dropwise slowly, and the mixture was refluxed for an hour, made acidic with dilute hydrochloric acid and extracted with n-hexane. The organic layer was washed with water and dried over magnesium sulfate. The solvent was evaporated u... The reactants are C(C)C1=C(C(=CC(=C1)C)CC)C(C(=O)N(N)C)=O (1-[2-(2,6-diethyl-4-methylphenyl)-2-oxoacetyl]-1-methylhydrazine), CSCC(C)=O (1-methylsulfanyl-2-propanone), CSCC(C)=O (1-methylsulfanyl-2-propanone). The solvent is O1CCCC1 (tetrahydrofuran). Run at time 22 hour. Product: C(C)C1=C(C(=CC(=C1)C)CC)C(C(=O)N(N=C(CSC)C)C)=O (1-[2-(2,6-diethyl-4-methylphenyl)-2-oxoacetyl]-1-methyl-2-(1-methylsulfanyl-2-propylidene)hydrazine). Isolated yield 86.1%. RXN SMILES: [CH2:1]([C:3]1[CH:8]=[C:7]([CH3:9])[CH:6]=[C:5]([CH2:10][CH3:11])[C:4]=1[C:12](=[O:18])[C:13]([N:15]([CH3:17])[NH2:16])=[O:14])[CH3:2].[CH3:19][S:20][CH2:21][C:22](=O)[CH3:23]>O1CCCC1>[CH2:1]([C:3]1[CH:8]=[C:7]([CH3:9])[CH:6]=[C:5]([CH2:10][CH3:11])[C:4]=1[C:12](=[O:18])[C:13]([N:15]([CH3:17])[N:16]=[C:22]([CH3:23])[CH2:21][S:20][CH3:19])=[O:14])[CH3:2]. Procedure details: To a 20 ml volume two-necked flask, 1-[2-(2,6-diethyl-4-methylphenyl)-2-oxoacetyl]-1-methylhydrazine ((12-2)-(11)-39) (0.50 g), tetrahydrofuran (anhydrous) (9 ml), and 1-methylsulfanyl-2-propanone (7-0-1) (0.23 g) were added and stirred at room temperature for 22 hours under a nitrogen atmosphere. Additional 1-methylsulfanyl-2-propanone (7-0-1) (0.12 g) was added thereto, and the mixture was further stirred at room temperature for 7 hours. Then, the reaction mixture was concentrated under reduce... The reactants are N12CCCCCC2=NCCC1 (1,8-diazabicyclo [5.4.0]undec-7-ene), C(C)(=O)O (acetic acid), BrCC1=C(C(=O)O[Si](C)(C)C(C)(C)C)C=CC(=C1O[Si](C)(C)C(C)(C)C)Cl (tert-butyldimethylsilyl 2-bromomethyl-3-(tert-butyldimethylsilyloxy)-4-chlorobenzoate), COC([C@@H](NC([C@@H](NC(=O)OC(C)(C)C)CO)=O)CS)=O (N-[N-(tert-butoxycarbonyl)-L-seryl]-L-cysteine methyl ester). The solvent is C(Cl)Cl (methylene chloride), C(Cl)Cl (methylene chloride), C(Cl)Cl (methylene chloride). Reaction conditions: time 3 hour. Yields the product [Si](C)(C)(C(C)(C)C)OC=1C=C(C(=O)O)C=CC1Cl (3 -(tert-butyldimethylsilyloxy)-4-chlorobenzoic acid). As a reaction SMILES: BrC[C:3]1[C:18]([O:19][Si:20]([C:23]([CH3:26])([CH3:25])[CH3:24])([CH3:22])[CH3:21])=[C:17]([Cl:27])[CH:16]=[CH:15][C:4]=1[C:5]([O:7][Si](C(C)(C)C)(C)C)=[O:6].COC(=O)[C@H](CS)NC(=O)[C@H](CO)NC(OC(C)(C)C)=O.N12CCCN=C1CCCCC2.C(O)(=O)C>C(Cl)Cl>[Si:20]([O:19][C:18]1[CH:3]=[C:4]([CH:15]=[CH:16][C:17]=1[Cl:27])[C:5]([OH:7])=[O:6])([C:23]([CH3:26])([CH3:25])[CH3:24])([CH3:22])[CH3:21]. Procedure details: To a solution of 5.1 g of tert-butyldimethylsilyl 2-bromomethyl-3-(tert-butyldimethylsilyloxy)-4-chlorobenzoate and 3.52 g of N-[N-(tert-butoxycarbonyl)-L-seryl]-L-cysteine methyl ester in 55 ml of methylene chloride was added within 30 minutes, at 0° C., a solution of 1.59 g of 1,8-diazabicyclo [5.4.0]undec-7-ene (DBU) in 15 ml of methylene chloride. Stirring was continued for 3 hours at 0° C., and subsequently the mixture was diluted with methylene chloride and stirred together with 100 ml of ... Starting materials: C(C)(=O)OCC (ethyl acetate), OC(C(=O)OCC1=CC=C(C=C1)OC)N1C([C@H]([C@H]1S)NC(CC1=CC=CC=C1)=O)=O (4-methoxybenzyl (2RS)-2-hydroxy-2-[(3R,4R)-4-mercapto-3-phenylacetamidoazetidin-2-on-1-yl]acetate), C([O-])([O-])=O.[K+].[K+] (potassium carbonate), BrCC(=O)C1CCOCC1 (4-bromoacetyltetrahydropyran). Solvent: CC(=O)C (acetone). Run at time 20 minute. The product is OC(C(=O)OCC1=CC=C(C=C1)OC)N1C([C@H]([C@H]1SCC(=O)C1CCOCC1)NC(CC1=CC=CC=C1)=O)=O (4-Methoxybenzyl (2RS)-2-hydroxy-2-[(3R,4R)-3-phenylacetamido-4-(tetrahydropyran-4-ylcarbonylmethylthio)azetidin-2-on-1-yl]acetate). The yield is 76.0%. RXN SMILES: [OH:1][CH:2]([N:15]1[C@H:18]([SH:19])[C@H:17]([NH:20][C:21](=[O:29])[CH2:22][C:23]2[CH:28]=[CH:27][CH:26]=[CH:25][CH:24]=2)[C:16]1=[O:30])[C:3]([O:5][CH2:6][C:7]1[CH:12]=[CH:11][C:10]([O:13][CH3:14])=[CH:9][CH:8]=1)=[O:4].Br[CH2:32][C:33]([CH:35]1[CH2:40][CH2:39][O:38][CH2:37][CH2:36]1)=[O:34].C(=O)([O-])[O-].[K+].[K+].C(OCC)(=O)C>CC(C)=O>[OH:1][CH:2]([N:15]1[C@H:18]([S:19][CH2:32][C:33]([CH:35]2[CH2:40][CH2:39][O:38][CH2:37][CH2:36]2)=[O:34])[C@H:17]([NH:20][C:21](=[O:29])[CH2:22][C:23]2[CH:24]=[CH:25][CH:26]=[CH:27][CH:28]=2)[C:16]1=[O:30])[C:3]([O:5][CH2:6][C:7]1[CH:12]=[CH:11][C:10]([O:13][CH3:14])=[CH:9][CH:8]=1)=[O:4] |f:2.3.4|. Procedure details: Crude 4-methoxybenzyl (2RS)-2-hydroxy-2-[(3R,4R)-4-mercapto-3-phenylacetamidoazetidin-2-on-1-yl]acetate (prepared from 4-methoxybenzyl (2RS)-2-hydroxy-2-[(1R,5R)-3-benzyl-4-thia-2,6-diazabicyclo[3.2.0]hept-2-en-7-on-6-yl]acetate (8.35 g, 20 mmol)) was dissolved in acetone (25 ml) and treated with a solution of 4-bromoacetyltetrahydropyran (G. H. Harnest and A. Burger, J. Amer. Chem. Soc., 1943, 65, 370) (4.4 g, 20 mmol). After 20 min., potassium carbonate (1.38 g, 10 mmol) was added and the mixt... Reactants: ClCCl, Cc1ccc(CO)nc1C#N, O=S(Cl)Cl. Yields the product Cc1ccc(CCl)nc1C#N. Reaction SMILES: [Cl:16][CH2:17][Cl:18].[OH:1][CH2:2][c:3]1[cH:4][cH:5][c:6]([CH3:11])[c:7]([C:9]#[N:10])[n:8]1.[S:12]([Cl:13])([Cl:14])=[O:15]>>[CH2:2]([c:3]1[cH:4][cH:5][c:6]([CH3:11])[c:7]([C:9]#[N:10])[n:8]1)[Cl:14]. Starting materials: O (water), C(C)(=O)NC1=CC=CC=C1 (acetanilide), IC=1SC=CC1 (2-iodothiophene), C([O-])([O-])=O.[K+].[K+] (potassium carbonate). Reagents/catalysts: [Cu](I)I (copper iodide). Solvent: C(C)(=O)OCC (ethyl acetate). Conditions: temperature 150 celsius. The product is S1C(=CC=C1)N(C1=CC=CC=C1)C(C)=O (N-(2-thienyl)acetanilide). The yield is 18.4%. RXN SMILES: [C:1]([NH:4][C:5]1[CH:10]=[CH:9][CH:8]=[CH:7][CH:6]=1)(=[O:3])[CH3:2].I[C:12]1[S:13][CH:14]=[CH:15][CH:16]=1.C(=O)([O-])[O-].[K+].[K+].O>[Cu](I)I.C(OCC)(=O)C>[S:13]1[CH:14]=[CH:15][CH:16]=[C:12]1[N:4]([C:1](=[O:3])[CH3:2])[C:5]1[CH:10]=[CH:9][CH:8]=[CH:7][CH:6]=1 |f:2.3.4|. Procedure: A mixture of acetanilide (6.0 g), 2-iodothiophene (18.6 g), copper iodide (864 mg), and potassium carbonate (12.2 g) was heated for 2 hours at 150° C. After the mixture was allowed to cool, water and ethyl acetate were added thereto. The resulting mixture was stirred, then filtered with celite. The aqueous phase was extracted. The organic phase was washed with water and saturated brine, and dried over sodium sulfate. The resulting solution was filtered, and the filtrate was concentrated under re...